The task is: describe an organic reaction: reactants, conditions, products, and yield. This data is from the Open Reaction Database (ORD), a public repository of structured organic reaction records. Starting materials: C=CCN(C)CC(C)O, Cc1cc(Nc2ncnc3cccc(F)c23)ccc1O. Product: C=CCN(C)CC(C)Oc1cccc2ncnc(Nc3ccc(O)c(C)c3)c12. Reaction SMILES: [CH2:1]([CH:2]=[CH2:3])[N:4]([CH2:5][CH:6]([CH3:7])[OH:8])[CH3:9].[F:10][c:11]1[c:12]2[c:13]([NH:21][c:22]3[cH:23][c:24]([CH3:29])[c:25]([OH:28])[cH:26][cH:27]3)[n:14][cH:15][n:16][c:17]2[cH:18][cH:19][cH:20]1>>[CH2:1]([CH:2]=[CH2:3])[N:4]([CH2:5][CH:6]([CH3:7])[O:8][c:11]1[c:12]2[c:13]([NH:21][c:22]3[cH:23][c:24]([CH3:29])[c:25]([OH:28])[cH:26][cH:27]3)[n:14][cH:15][n:16][c:17]2[cH:18][cH:19][cH:20]1)[CH3:9]. Starting materials: CCCc1c(OCc2ccccc2)ccc2c(=O)cc(C=CC(=O)OCC)oc12, CCO, ClCCl. Yields the product CCCc1c(O)ccc2c(=O)cc(C=CC(=O)OCC)oc12. Reaction SMILES: [CH2:1]([c:2]1[cH:3][cH:4][cH:5][cH:6][cH:7]1)[O:8][c:9]1[c:10]([CH2:27][CH2:28][CH3:29])[c:11]2[c:12]([c:13](=[O:24])[cH:14][c:15]([CH:17]=[CH:18][C:19](=[O:20])[O:21][CH2:22][CH3:23])[o:16]2)[cH:25][cH:26]1.[CH3:30][CH2:31][OH:32].[Cl:33][CH2:34][Cl:35]>>[OH:8][c:9]1[c:10]([CH2:27][CH2:28][CH3:29])[c:11]2[c:12]([c:13](=[O:24])[cH:14][c:15]([CH:17]=[CH:18][C:19](=[O:20])[O:21][CH2:22][CH3:23])[o:16]2)[cH:25][cH:26]1. Starting materials: OC=1C=C(C=C2CCN(CC2)C(=O)OC(C)(C)C)C=CC1 (tert-Butyl 4-(3-hydroxybenzylidene)piperidine-1-carboxylate), BrC1=NC=CC=C1 (2-bromopyridine), C([O-])([O-])=O.[Cs+].[Cs+] (cesium carbonate), BrC1=NC=CC=C1 (2-bromopyridine). The reagents and catalysts are CC#N.CC#N.CC#N.CC#N.F[P-](F)(F)(F)(F)F.[Cu+] (tetrakis(acetonitrile)copper(I) hexafluorophosphate), CC#N.CC#N.CC#N.CC#N.F[P-](F)(F)(F)(F)F.[Cu+] (tetrakis(acetonitrile)copper(I) hexafluorophosphate). Solvent: C1(=CC=CC=C1)C (toluene). Run at time 60 minute. Product: C(C)(C)(C)OC(=O)N1CCC(CC1)=CC1=CC(=CC=C1)OC1=NC=CC=C1 (tert-Butyl-4-(3-(pyridine-2-yloxy)benzylidene)piperidine-1-carboxylate). Yield: 76.0%. RXN SMILES: [OH:1][C:2]1[CH:3]=[C:4]([CH:19]=[CH:20][CH:21]=1)[CH:5]=[C:6]1[CH2:11][CH2:10][N:9]([C:12]([O:14][C:15]([CH3:18])([CH3:17])[CH3:16])=[O:13])[CH2:8][CH2:7]1.Br[C:23]1[CH:28]=[CH:27][CH:26]=[CH:25][N:24]=1.C(=O)([O-])[O-].[Cs+].[Cs+]>C1(C)C=CC=CC=1.CC#N.CC#N.CC#N.CC#N.F[P-](F)(F)(F)(F)F.[Cu+]>[C:15]([O:14][C:12]([N:9]1[CH2:8][CH2:7][C:6](=[CH:5][C:4]2[CH:19]=[CH:20][CH:21]=[C:2]([O:1][C:23]3[CH:28]=[CH:27][CH:26]=[CH:25][N:24]=3)[CH:3]=2)[CH2:11][CH2:10]1)=[O:13])([CH3:18])([CH3:16])[CH3:17] |f:2.3.4,6.7.8.9.10.11|. Reported procedure: A mixture of tert-butyl 4-(3-hydroxybenzylidene)piperidine-1-carboxylate (0.300 g, Example 57, Step 3), 2-bromopyridine (0.253 mL, 1.50 equiv), cesium carbonate (1.13 g, 2.01 equiv), and tetrakis(acetonitrile)copper(I) hexafluorophosphate (0.048 g, 0.075 equiv) in toluene (9 mL, 0.2 M) was heated to reflux for 12 hours. Additional tetrakis(acetonitrile)copper(I) hexafluorophosphate (0.02 g) and 2-bromopyridine (0.1 mL) were added, and the reaction was heated an additional 6 hours. After cooling ... Starting materials: N#CC1(NC(=O)C2CC(S(=O)(=O)c3ccc(F)cc3Cl)CC2C(=O)N2CC(F)(F)C2)CC1, CN1CCNCC1. Product: CN1CCN(c2ccc(S(=O)(=O)C3CC(C(=O)NC4(C#N)CC4)C(C(=O)N4CC(F)(F)C4)C3)c(Cl)c2)CC1. RXN SMILES: [C:1](#[N:2])[C:3]1([NH:6][C:7](=[O:8])[CH:9]2[CH:10]([C:25](=[O:26])[N:27]3[CH2:28][C:29]([F:31])([F:32])[CH2:30]3)[CH2:11][CH:12]([S:14](=[O:15])(=[O:16])[c:17]3[c:18]([Cl:24])[cH:19][c:20]([F:23])[cH:21][cH:22]3)[CH2:13]2)[CH2:4][CH2:5]1.[CH3:33][N:34]1[CH2:35][CH2:36][NH:37][CH2:38][CH2:39]1>>[C:1](#[N:2])[C:3]1([NH:6][C:7](=[O:8])[CH:9]2[CH:10]([C:25](=[O:26])[N:27]3[CH2:28][C:29]([F:31])([F:32])[CH2:30]3)[CH2:11][CH:12]([S:14](=[O:15])(=[O:16])[c:17]3[c:18]([Cl:24])[cH:19][c:20]([N:37]4[CH2:36][CH2:35][N:34]([CH3:33])[CH2:39][CH2:38]4)[cH:21][cH:22]3)[CH2:13]2)[CH2:4][CH2:5]1. The reactants are N#Cc1cccc(C(=O)Cl)c1, ClCCl, N. Yields the product N#Cc1cccc(C(N)=O)c1. Reaction SMILES: [C:2](#[N:3])[c:4]1[cH:5][c:6]([C:7](=[O:8])[Cl:9])[cH:10][cH:11][cH:12]1.[Cl:13][CH2:14][Cl:15].[NH3:1]>>[NH2:1][C:7]([c:6]1[cH:5][c:4]([C:2]#[N:3])[cH:12][cH:11][cH:10]1)=[O:8]. Procedure: To an ice cold solution of 2,6-diethoxybenzyl alcohol (1.0 g, 5.2 mmol) in THF (10 mL) was added phosphorous tribromide (0.48 mL, 5.1 mmol) dropwise. The reaction was allowed to warm to room temperature and stirred for 1 h. After quenching the reaction with water, the mixture was extracted with EtOAc. The combined organics were washed with brine and dried over Na2SO4. The solution was concentrated under reduced pressure to give 2,6-diethoxybenzyl bromide as a brown oil. Yield (1.3 g, 98%). As a reaction SMILES: [CH2:1]([O:3][C:4]1[CH:11]=[CH:10][CH:9]=[C:8]([O:12][CH2:13][CH3:14])[C:5]=1[CH2:6]O)[CH3:2].P(Br)(Br)[Br:16]>C1COCC1>[CH2:1]([O:3][C:4]1[CH:11]=[CH:10][CH:9]=[C:8]([O:12][CH2:13][CH3:14])[C:5]=1[CH2:6][Br:16])[CH3:2]. Reaction conditions: time 1 hour. Yields the product C(C)OC1=C(CBr)C(=CC=C1)OCC (2,6-diethoxybenzyl bromide). Reactants: ice, C(C)OC1=C(CO)C(=CC=C1)OCC (2,6-diethoxybenzyl alcohol), P(Br)(Br)Br (phosphorous tribromide). Run in C1CCOC1 (THF). Reactants: CN(C=1C=C2CCNC(C2=CC1)=O)C (6-Dimethylamino-3,4-dihydro-2H-isoquinolin-1-one), cuprous iodide, C([O-])([O-])=O.[K+].[K+] (potassium carbonate), CS(=O)C (DMSO), BrC1=CC(=CC=C1)Br (1,3-dibromobenzene), Cuprous iodide. Solvent: ClCCl (dichoromethane). Run at temperature 150 celsius. The product is BrC=1C=C(C=CC1)N1C(C2=CC=C(C=C2CC1)N(C)C)=O (2-(3-Bromo-phenyl)-6-dimethylamino-3,4-dihydro-2H-isoquinolin-1-one). The yield is 67.8%. RXN SMILES: [CH3:1][N:2]([CH3:14])[C:3]1[CH:4]=[C:5]2[C:10](=[CH:11][CH:12]=1)[C:9](=[O:13])[NH:8][CH2:7][CH2:6]2.C(=O)([O-])[O-].[K+].[K+].CS(C)=O.[Br:25][C:26]1[CH:31]=[CH:30][CH:29]=[C:28](Br)[CH:27]=1>ClCCl>[Br:25][C:26]1[CH:27]=[C:28]([N:8]2[CH2:7][CH2:6][C:5]3[C:10](=[CH:11][CH:12]=[C:3]([N:2]([CH3:14])[CH3:1])[CH:4]=3)[C:9]2=[O:13])[CH:29]=[CH:30][CH:31]=1 |f:1.2.3|. Reported procedure: 6-Dimethylamino-3,4-dihydro-2H-isoquinolin-1-one (762 mg, 4.01 mmol), cuprous iodide (153mg, 0.802 mmol) and potassium carbonate (554 mg, 4.01 mmol) were deposited in a sealed type vessel. 6 mL DMSO and 1,3-dibromobenzene (1.89 g, 8.01 mmol) were added. Argon was bubbled through the mixture for 2 minutes and the lid was tightly closed. This was heated at 150° C. for 24 hours. Cuprous iodide (153 mg, 0.802 mmol) was added and the mixture was heated at 150° C. for an additional 24 hours. This was ... Starting materials: CS(=O)(=O)Cl, Nc1cc(C(=O)NC2CC2)ccc1F, c1ccncc1. Product: CS(=O)(=O)Nc1cc(C(=O)NC2CC2)ccc1F. As a reaction SMILES: [CH3:15][S:16]([Cl:17])(=[O:18])=[O:19].[CH:1]1([NH:4][C:5]([c:6]2[cH:7][c:8]([NH2:13])[c:9]([F:12])[cH:10][cH:11]2)=[O:14])[CH2:2][CH2:3]1.[cH:20]1[cH:21][cH:22][n:23][cH:24][cH:25]1>>[CH:1]1([NH:4][C:5]([c:6]2[cH:7][c:8]([NH:13][S:16]([CH3:15])(=[O:18])=[O:19])[c:9]([F:12])[cH:10][cH:11]2)=[O:14])[CH2:2][CH2:3]1. Starting materials: C=1C=CC2=C(C1)C(=O)C=CC2=O (Naphthoquinone), O=C(CCC(=O)O)C (4-oxopentanoic acid), S(=O)(=O)([O-])OOS(=O)(=O)[O-].[NH4+].[NH4+] (ammonium peroxydisulfate). The reagents and catalysts are [N+](=O)([O-])[O-].[Ag+] (silver nitrate). Solvent: C(C)#N (acetonitrile). Product: O=C(CCC=1C(C2=CC=CC=C2C(C1CCC(C)=O)=O)=O)C (2,3-bis(3-oxobutyl)-1,4-naphthoquinone). As a reaction SMILES: [CH:1]1[CH:2]=[CH:3][C:4]2[C:11](=[O:12])[CH:10]=[CH:9][C:7](=[O:8])[C:5]=2[CH:6]=1.[O:13]=[C:14]([CH3:20])[CH2:15][CH2:16]C(O)=O.S(OOS([O-])(=O)=O)([O-])(=O)=O.[NH4+].[NH4+]>C(#N)C.[N+]([O-])([O-])=O.[Ag+]>[O:8]=[C:7]([CH3:9])[CH2:5][CH2:4][C:9]1[C:7](=[O:8])[C:5]2[C:4]([C:11](=[O:12])[C:10]=1[CH2:16][CH2:15][C:14](=[O:13])[CH3:20])=[CH:3][CH:2]=[CH:1][CH:6]=2 |f:2.3.4,6.7|. Procedure: Naphthoquinone (3.12 g, 20 mmol), 4-oxopentanoic acid (13.9 g, 120 mmol) and silver nitrate (2.0 g, 11.8 mmole) are combined in 30% aqueous acetonitrile at 65° C. A solution of ammonium peroxydisulfate (12.0 g, 52.6 mmole) is added dropwise over 30 minutes while the stirred mixture is maintained at 65°-75° C. On cooling, the mixture is extracted with diethyl ether (300 ml). The extract is then washed with water (3×50 ml), 5% NaHCO3 (2×50 ml) and brine (50 ml) and dried over MgSO4. After filtrati... Reactants: N[C@@H](C)C=1N=C2N(C(C1C1=CC(=CC=C1)F)=O)C(=CS2)C (7-[(1S)-1-aminoethyl]-6-(3-fluorophenyl)-3-methyl-5H-[1,3]thiazolo[3,2-a]pyrimidin-5-one), NC1=NC(=C2NC=NC2=N1)Br (2-amino-6-bromopurine), C(C)(C)N(C(C)C)CC (N,N-diisopropylethylamine). Run in C(CCC)O (1-butanol). Conditions: temperature 100 celsius. The product is NC1=NC(=C2N=CNC2=N1)N[C@@H](C)C=1N=C2N(C(C1C1=CC(=CC=C1)F)=O)C(=CS2)C (7-{(1S)-1-[(2-amino-9H-purin-6-yl)amino]ethyl}-6-(3-fluorophenyl)-3-methyl-5H-[1,3]thiazolo[3,2-a]pyrimidin-5-one). Yield: 18.7%. Reaction SMILES: [NH2:1][C@H:2]([C:4]1[N:5]=[C:6]2[S:20][CH:19]=[C:18]([CH3:21])[N:7]2[C:8](=[O:17])[C:9]=1[C:10]1[CH:15]=[CH:14][CH:13]=[C:12]([F:16])[CH:11]=1)[CH3:3].[NH2:22][C:23]1[N:31]=[C:30]2[C:26]([NH:27][CH:28]=[N:29]2)=[C:25](Br)[N:24]=1.C(N(CC)C(C)C)(C)C>C(O)CCC>[NH2:22][C:23]1[N:31]=[C:30]2[C:26]([N:27]=[CH:28][NH:29]2)=[C:25]([NH:1][C@H:2]([C:4]2[N:5]=[C:6]3[S:20][CH:19]=[C:18]([CH3:21])[N:7]3[C:8](=[O:17])[C:9]=2[C:10]2[CH:15]=[CH:14][CH:13]=[C:12]([F:16])[CH:11]=2)[CH3:3])[N:24]=1. Reported procedure: A solution of 7-[(1S)-1-aminoethyl]-6-(3-fluorophenyl)-3-methyl-5H-[1,3]thiazolo[3,2-a]pyrimidin-5-one (0.10 g, 0.33 mmol) and 2-amino-6-bromopurine (0.11 g, 0.49 mmol) in 1-butanol (0.66 mL) was treated with N,N-diisopropylethylamine (86 μL, 0.49 mmol), degassed with nitrogen for 5 min and heated at 100° C. for 18 hours. The reaction was not complete and was, therefore, heated at 115° C. for an additional 5 hours. The reaction mixture was diluted with methanol (10 mL), stirred, and filtered. Th...